Dataset: the Open Reaction Database (ORD), a public repository of structured organic reaction records. Task: describe an organic reaction: reactants, conditions, products, and yield Starting materials: CC(C)=O, Cl[Cu], Cl, C=C(C(=O)O)C(F)(F)F, O=N[O-], Cn1c(C(F)(F)F)cc(=O)n(-c2ccc(N)cc2F)c1=O, [Na+]. Product: Cn1c(C(F)(F)F)cc(=O)n(-c2ccc(CC(Cl)(C(=O)O)C(F)(F)F)cc2F)c1=O. Reaction SMILES: [CH3:36][C:37](=[O:38])[CH3:39].[Cl:40][Cu:41].[ClH:35].[F:22][C:23]([C:24]([C:25](=[O:26])[OH:27])=[CH2:28])([F:29])[F:30].[N:31]([O-:32])=[O:33].[NH2:1][c:2]1[cH:3][c:4]([F:21])[c:5](-[n:8]2[c:9](=[O:20])[n:10]([CH3:19])[c:11]([C:15]([F:16])([F:17])[F:18])[cH:12][c:13]2=[O:14])[cH:6][cH:7]1.[Na+:34]>>[c:2]1([CH2:28][C:24]([C:23]([F:22])([F:29])[F:30])([C:25](=[O:26])[OH:27])[Cl:35])[cH:3][c:4]([F:21])[c:5](-[n:8]2[c:9](=[O:20])[n:10]([CH3:19])[c:11]([C:15]([F:16])([F:17])[F:18])[cH:12][c:13]2=[O:14])[cH:6][cH:7]1. The reactants are C1(=CC=CC=C1)NN (phenylhydrazine), CN(C)C=NC(C1=CC=NC=C1)=O (N-(dimethylaminomethylene)isonicotinamide). Run in C(C)(=O)O (acetic acid). Conditions: temperature 90 celsius, time 1.5 hour. Product: C1(=CC=CC=C1)N1N=CN=C1C1=CC=NC=C1 (4-(1-Phenyl-1H-1,2,4-triazol-5-yl)pyridine). Reaction SMILES: [C:1]1([NH:7][NH2:8])[CH:6]=[CH:5][CH:4]=[CH:3][CH:2]=1.CN([CH:12]=[N:13][C:14](=O)[C:15]1[CH:20]=[CH:19][N:18]=[CH:17][CH:16]=1)C>C(O)(=O)C>[C:1]1([N:7]2[C:14]([C:15]3[CH:20]=[CH:19][N:18]=[CH:17][CH:16]=3)=[N:13][CH:12]=[N:8]2)[CH:6]=[CH:5][CH:4]=[CH:3][CH:2]=1. Reported procedure: To a solution of 6.9 g. of phenylhydrazine in 100 ml. of acetic acid is added 10.0 g. of N-(dimethylaminomethylene)isonicotinamide. The reaction mixture is stirred at 90° C. for 1.5 hours and then evaporated in vacuo to an orange oil. This oil is dissolved in 250 ml. of chloroform, washed with 60 ml. of saturated sodium bicarbonate solution, then with 60 ml. of water, dried over sodium sulfate and filtered. The chloroform is removed and the residue is dissolved in 60 ml. of ether. Cooling produc... The reactants are CSC1=C(C(=O)OC)C=C(C=C1)N (methyl 2-methylthio-5-aminobenzoate), C(OCC)(OCC)OCC (triethyl orthoformate), [N-]=[N+]=[N-].[Na+] (sodium azide). Run in C(C)(=O)O (acetic acid), O (water), C(C)(=O)O (acetic acid). Reaction conditions: temperature 70 celsius, time 50 minute. Yields the product CSC1=C(C(=O)OC)C=C(C=C1)N1N=NN=C1 (methyl 2-methylthio-5-(1H-tetrazol-1-yl)benzoate). RXN SMILES: [CH3:1][S:2][C:3]1[CH:12]=[CH:11][C:10]([NH2:13])=[CH:9][C:4]=1[C:5]([O:7][CH3:8])=[O:6].[CH:14](OCC)(OCC)OCC.[N-:24]=[N+:25]=[N-:26].[Na+]>C(O)(=O)C.O>[CH3:1][S:2][C:3]1[CH:12]=[CH:11][C:10]([N:13]2[CH:14]=[N:26][N:25]=[N:24]2)=[CH:9][C:4]=1[C:5]([O:7][CH3:8])=[O:6] |f:2.3|. Reported procedure: Combine methyl 2-methylthio-5-aminobenzoate (2.18 g, 11.1 mmol) and triethyl orthoformate (7.4 mL, 44.3 mmol) in glacial acetic acid (20 mL). After the formation of a yellow solid, add glacial acetic acid (40 mL). After 50 minutes, add sodium azide (2.9 g, 44.3 mmol). Heat to 70° C. After 2 hours, cool the reaction mixture to ambient temperature and stir. After 56 hours, cool in an ice bath and dilute with water (400 mL) to give a solid. After 1 hour, collect the solid by filtration, rinse with ... The reactants are CCN(CC)CCBr, Br, O=C([O-])[O-], CCNC(=O)c1cc2c(-c3cc(O)c(Cl)cc3Cl)nc(N)nc2s1, ClCCl, [Cs+], [Cs+], CN(C)C=O. The product is CCNC(=O)c1cc2c(-c3cc(OCCN(CC)CC)c(Cl)cc3Cl)nc(N)nc2s1. RXN SMILES: [Br:35][CH2:36][CH2:37][N:38]([CH2:39][CH3:40])[CH2:41][CH3:42].[BrH:34].[C:1](=[O:2])([O-:3])[O-:4].[CH2:7]([CH3:8])[NH:9][C:10](=[O:11])[c:12]1[cH:13][c:14]2[c:15]([n:16][c:17]([NH2:29])[n:18][c:19]2-[c:20]2[c:21]([Cl:28])[cH:22][c:23]([Cl:27])[c:24]([OH:26])[cH:25]2)[s:30]1.[Cl:31][CH2:32][Cl:33].[Cs+:5].[Cs+:6].[O:43]=[CH:44][N:45]([CH3:46])[CH3:47]>>[CH2:7]([CH3:8])[NH:9][C:10](=[O:11])[c:12]1[cH:13][c:14]2[c:15]([n:16][c:17]([NH2:29])[n:18][c:19]2-[c:20]2[c:21]([Cl:28])[cH:22][c:23]([Cl:27])[c:24]([O:26][CH2:36][CH2:37][N:38]([CH2:39][CH3:40])[CH2:41][CH3:42])[cH:25]2)[s:30]1. The reactants are OCCCBr, O=C([O-])[O-], CN(C)C=O, [K+], [K+], COc1cc2c(Oc3cc4cccnc4nc3C)ccnc2cc1O. Product: COc1cc2c(Oc3cc4cccnc4nc3C)ccnc2cc1OCCCO. Reaction SMILES: [Br:32][CH2:33][CH2:34][CH2:35][OH:36].[C:26](=[O:27])([O-:28])[O-:29].[CH3:37][N:38]([CH3:39])[CH:40]=[O:41].[K+:30].[K+:31].[OH:1][c:2]1[c:3]([O:24][CH3:25])[cH:4][c:5]2[c:6]([O:12][c:13]3[c:14]([CH3:23])[n:15][c:16]4[n:17][cH:18][cH:19][cH:20][c:21]4[cH:22]3)[cH:7][cH:8][n:9][c:10]2[cH:11]1>>[O:1]([c:2]1[c:3]([O:24][CH3:25])[cH:4][c:5]2[c:6]([O:12][c:13]3[c:14]([CH3:23])[n:15][c:16]4[n:17][cH:18][cH:19][cH:20][c:21]4[cH:22]3)[cH:7][cH:8][n:9][c:10]2[cH:11]1)[CH2:33][CH2:34][CH2:35][OH:36]. The reactants are CC1=C(C(=O)CC1O)CC=C (allethrolone), CC1([C@H]([C@@H]1C(=O)Cl)C=C1CCC1)C (trans 3,3-dimethyl-2-cyclobutylidenemethyl-1-cyclopropanecarboxylic acid chloride). RXN SMILES: [CH3:1][C:2]1([CH3:13])[C@@H:4]([C:5](Cl)=[O:6])[C@@H:3]1[CH:8]=[C:9]1[CH2:12][CH2:11][CH2:10]1.[CH3:14][C:15]1[CH:20]([OH:21])[CH2:19][C:17](=[O:18])[C:16]=1[CH2:22][CH:23]=[CH2:24]>N1C=CC=CC=1.C1C=CC=CC=1.C(O)=O.O>[CH3:1][C:2]1([CH3:13])[C@@H:4]([C:5]([O-:18])=[O:6])[C@@H:3]1[CH:8]=[C:9]1[CH2:12][CH2:11][CH2:10]1.[CH3:14][C:15]1[CH:20]([OH:21])[CH2:19][C:17](=[O:18])[C:16]=1[CH2:22][CH:23]=[CH2:24]. Procedure details: 1.885 gm of dl-trans 3,3-dimethyl-2-cyclobutylidenemethyl-1-cyclopropanecarboxylic acid chloride were introduced into 5 cc of benzene and then a solution of 1.46 gm of dl-allethrolone in a mixture of 2 cc of pyridine and 10 cc of benzene was added dropwise. Next, the reaction mixture was agitated for 15 hours at room temperature and a few drops of formic acid were added thereto and the reaction mixture was then diluted with water. The organic phase was separated by decanting and the aqueous phas... Reaction conditions: time 15 hour. Yields the product CC1([C@H]([C@@H]1C(=O)[O-])C=C1CCC1)C (trans 3,3-dimethyl-2-cyclobutylidenemethyl-1-cyclopropanecarboxylate), CC1=C(C(=O)CC1O)CC=C (allethrolone). Run in O (water), N1=CC=CC=C1 (pyridine), C1=CC=CC=C1 (benzene), C1=CC=CC=C1 (benzene). The reagents and catalysts are C(=O)O (formic acid). The reactants are CC1(C=O)CCOCC1, [Cl-], ClCCl, CCOC(=O)C=[N+]=[N-], [Na+]. Yields the product CCOC(=O)CC(=O)C1(C)CCOCC1. RXN SMILES: [CH3:9][C:10]1([CH:16]=[O:17])[CH2:11][CH2:12][O:13][CH2:14][CH2:15]1.[Cl-:18].[Cl:20][CH2:21][Cl:22].[N+:1](=[N-:2])=[CH:3][C:4](=[O:5])[O:6][CH2:7][CH3:8].[Na+:19]>>[CH2:3]([C:4](=[O:5])[O:6][CH2:7][CH3:8])[C:16]([C:10]1([CH3:9])[CH2:11][CH2:12][O:13][CH2:14][CH2:15]1)=[O:17].